From a dataset of the Open Reaction Database (ORD), a public repository of structured organic reaction records. describe an organic reaction: reactants, conditions, products, and yield The reactants are CCCCS(=O)(=O)Cl, COc1ccccc1Oc1c(NS(=O)(=O)c2ccc(C(C)C)cn2)nc(C(F)(F)F)nc1OCCN. The product is CCCCS(=O)(=O)NCCOc1nc(C(F)(F)F)nc(NS(=O)(=O)c2ccc(C(C)C)cn2)c1Oc1ccccc1OC. RXN SMILES: [CH2:37]([CH2:38][CH2:39][CH3:40])[S:41](=[O:42])(=[O:43])[Cl:44].[CH:1]([CH3:2])([CH3:3])[c:4]1[cH:5][cH:6][c:7]([S:10](=[O:11])(=[O:12])[NH:13][c:14]2[n:15][c:16]([C:33]([F:34])([F:35])[F:36])[n:17][c:18]([O:29][CH2:30][CH2:31][NH2:32])[c:19]2[O:20][c:21]2[c:22]([O:27][CH3:28])[cH:23][cH:24][cH:25][cH:26]2)[n:8][cH:9]1>>[CH:1]([CH3:2])([CH3:3])[c:4]1[cH:5][cH:6][c:7]([S:10](=[O:11])(=[O:12])[NH:13][c:14]2[n:15][c:16]([C:33]([F:34])([F:35])[F:36])[n:17][c:18]([O:29][CH2:30][CH2:31][NH:32][S:41]([CH2:37][CH2:38][CH2:39][CH3:40])(=[O:42])=[O:43])[c:19]2[O:20][c:21]2[c:22]([O:27][CH3:28])[cH:23][cH:24][cH:25][cH:26]2)[n:8][cH:9]1. The reactants are CNC(=O)C1CCCN1c1ccc([N+](=O)[O-])cc1, CO, O=C[O-], [NH4+], [Pd]. RXN SMILES: [CH3:1][NH:2][C:3](=[O:4])[CH:5]1[N:6]([c:10]2[cH:11][cH:12][c:13]([N+:16]([O-:17])=[O:18])[cH:14][cH:15]2)[CH2:7][CH2:8][CH2:9]1.[CH3:23][OH:24].[CH:19]([O-:20])=[O:21].[NH4+:22].[Pd:25]>>[CH3:1][NH:2][C:3](=[O:4])[CH:5]1[N:6]([c:10]2[cH:11][cH:12][c:13]([NH2:16])[cH:14][cH:15]2)[CH2:7][CH2:8][CH2:9]1. The product is CNC(=O)C1CCCN1c1ccc(N)cc1.